From a dataset of the Open Reaction Database (ORD), a public repository of structured organic reaction records. describe an organic reaction: reactants, conditions, products, and yield Reactants: C1CCOC1, Nc1cccc(O)c1, CC(=O)Nc1cccc(C(=O)c2ccc3c(c2)NC(=O)C3=CO)c1. The product is CC(=O)Nc1cccc(C(=O)c2ccc3c(c2)NC(=O)C3=CNc2cccc(O)c2)c1. Reaction SMILES: [CH2:33]1[O:34][CH2:35][CH2:36][CH2:37]1.[NH2:25][c:26]1[cH:27][cH:28][cH:29][c:30]([OH:31])[cH:32]1.[OH:1][CH:2]=[C:3]1[C:4](=[O:24])[NH:5][c:6]2[cH:7][c:8]([C:12](=[O:13])[c:14]3[cH:15][c:16]([NH:20][C:21]([CH3:22])=[O:23])[cH:17][cH:18][cH:19]3)[cH:9][cH:10][c:11]21>>[CH:2](=[C:3]1[C:4](=[O:24])[NH:5][c:6]2[cH:7][c:8]([C:12](=[O:13])[c:14]3[cH:15][c:16]([NH:20][C:21]([CH3:22])=[O:23])[cH:17][cH:18][cH:19]3)[cH:9][cH:10][c:11]21)[NH:25][c:26]1[cH:27][cH:28][cH:29][c:30]([OH:31])[cH:32]1. Starting materials: CCOC(=N)c1cccs1, CCO, NNC(=O)CCc1nc(-c2cccc(Cl)c2)no1. Yields the product CCOC(=NNC(=O)CCc1nc(-c2cccc(Cl)c2)no1)c1cccs1. RXN SMILES: [CH2:19]([CH3:20])[O:21][C:22](=[NH:23])[c:24]1[s:25][cH:26][cH:27][cH:28]1.[CH3:29][CH2:30][OH:31].[Cl:1][c:2]1[cH:3][c:4](-[c:8]2[n:9][o:10][c:11]([CH2:13][CH2:14][C:15](=[O:16])[NH:17][NH2:18])[n:12]2)[cH:5][cH:6][cH:7]1>>[Cl:1][c:2]1[cH:3][c:4](-[c:8]2[n:9][o:10][c:11]([CH2:13][CH2:14][C:15](=[O:16])[NH:17][N:18]=[C:22]([O:21][CH2:19][CH3:20])[c:24]3[s:25][cH:26][cH:27][cH:28]3)[n:12]2)[cH:5][cH:6][cH:7]1. Reactants: CC(=O)NC1=C(C=CC(=C1)N)N2CCC[C@H](C2)N(C)C, C1CC1NC2=CC(=NC3=C(C=NN23)C#N)Cl. The reagents and catalysts are C(=O)([O-])[O-].[Cs+].[Cs+], CC1(C2=C(C(=CC=C2)P(C3=CC=CC=C3)C4=CC=CC=C4)OC5=C1C=CC=C5P(C6=CC=CC=C6)C7=CC=CC=C7)C, C1=CC=C(C=C1)/C=C/C(=O)/C=C/C2=CC=CC=C2.C1=CC=C(C=C1)/C=C/C(=O)/C=C/C2=CC=CC=C2.C1=CC=C(C=C1)/C=C/C(=O)/C=C/C2=CC=CC=C2.[Pd].[Pd]. Solvent: CC(=O)N(C)C. Run at temperature 150 celsius. The product is CC(=O)NC1=C(C=CC(=C1)NC2=NC3=C(C=NN3C(=C2)NC4CC4)C#N)N5CCC[C@H](C5)N(C)C. Isolated yield 7.3%. Procedure details: In a 40mL vial (t=g) was 5-chloro-7-(cyclopropylamino)pyrazolo[1,5-a]pyrimidine-3-carbonitrile (120mg, 0.51 mmol), (R)-N-(5-amino-2-(3-(dimethylamino)piperidin-1-yl)phenyl)acetamide (142 mg, 0.51 mmol), and cesium carbonate (335 mg, 1.03 mmol) in DMA (0.5 mL) (),Pd2(dba)3 (23.51 mg, 0.03 mmol) and (9,9-dimethyl-9H-xanthene-4,5-diyl)bis(diphenylphosphine) (29.7 mg, 0.05 mmol) were added.  to give a brown suspension. The vial was filled with N2,  150C microwave for 30 min. LCMS showed completion. ... Starting materials: C1CCOC1, C[Si](C)(C)C=[N+]=[N-], CO, CCCCCC, O=C(O)c1ccc2sc(Sc3ccc([N+](=O)[O-])cc3Cl)nc2c1. The product is COC(=O)c1ccc2sc(Sc3ccc([N+](=O)[O-])cc3Cl)nc2c1. As a reaction SMILES: [CH2:33]1[O:34][CH2:35][CH2:36][CH2:37]1.[CH3:24][Si:25]([CH:26]=[N+:27]=[N-:28])([CH3:29])[CH3:30].[CH3:31][OH:32].[CH3:38][CH2:39][CH2:40][CH2:41][CH2:42][CH3:43].[Cl:1][c:2]1[c:3]([S:11][c:12]2[s:13][c:14]3[c:15]([n:16]2)[cH:17][c:18]([C:21](=[O:22])[OH:23])[cH:19][cH:20]3)[cH:4][cH:5][c:6]([N+:8](=[O:9])[O-:10])[cH:7]1>>[Cl:1][c:2]1[c:3]([S:11][c:12]2[s:13][c:14]3[c:15]([n:16]2)[cH:17][c:18]([C:21]([O:22][CH3:24])=[O:23])[cH:19][cH:20]3)[cH:4][cH:5][c:6]([N+:8](=[O:9])[O-:10])[cH:7]1. Starting materials: ice water, [H-].[Na+] (NaH), C(C)I (Ethyl iodide), ClC=1NC2=C(N1)C=CC=C2 (2-chlorobenzimidazole). Run in CN(C)C=O (DMF). Conditions: temperature 0 celsius, time 3 hour. The product is ClC1=NC2=C(N1CC)C=CC=C2 (2-Chloro-1-ethylbenzimidazole). Yield: 56.5%. RXN SMILES: [H-].[Na+].[Cl:3][C:4]1[NH:5][C:6]2[CH:12]=[CH:11][CH:10]=[CH:9][C:7]=2[N:8]=1.[CH2:13](I)[CH3:14]>CN(C=O)C>[Cl:3][C:4]1[N:8]([CH2:13][CH3:14])[C:7]2[CH:9]=[CH:10][CH:11]=[CH:12][C:6]=2[N:5]=1 |f:0.1|. Reported procedure: To a cooled (0° C.) stirred suspension of NaH (60% dispersion in mineral oil; 7.08 g, 0.118 mol) in DMF (100 mL) was added 2-chlorobenzimidazole (15.00 g, 0.098 mol). The mixture was warmed to room temperature and stirred for 1 hour. Ethyl iodide (18.40 g, 0.118 mol) was added and stirring was continued for 3 hours. The mixture was poured onto the ice water and the resulting off-white solid was collected by filtration to give 10.0 g (61%) of product m.p. 48°-50° C. The reactants are [BH4-], Cc1oc2ccccc2c1C=O, CCO, NS(N)(=O)=O, [Na+], O. Product: Cc1oc2ccccc2c1CNS(N)(=O)=O. As a reaction SMILES: [BH4-:18].[CH3:1][c:2]1[o:3][c:4]2[c:5]([c:6]1[CH:7]=[O:8])[cH:9][cH:10][cH:11][cH:12]2.[CH3:20][CH2:21][OH:22].[NH2:13][S:14]([NH2:15])(=[O:16])=[O:17].[Na+:19].[OH2:23]>>[CH3:1][c:2]1[o:3][c:4]2[c:5]([c:6]1[CH2:7][NH:13][S:14]([NH2:15])(=[O:16])=[O:17])[cH:9][cH:10][cH:11][cH:12]2. Reactants: CC1C=CC(CC1(C)C)=O (4,5,5-Trimethylcyclohex-2-en-1-one), C(C)(C)(C)C1=C(C=C(C(=C1O[SiH](C)C)Br)OC)CC1C(CC=CC1=O)(C)C (6-[2'-(tert-Butyl)dimethylsilyloxy-4'-bromo-5'methoxyphenyl]methyl-5,5-dimethylcyclohex-2-en-1-one). Yields the product C(C)(C)(C)C1=C(C=C(C(=C1O[SiH](C)C)Br)OC)C[C@H]1C([C@@H](C=CC1=O)C)(C)C (trans-6-[2'-(tert-Butyl)dimethylsilyloxy-4'-bromo-5'-methoxyphenyl]methyl-4,5,5-trimethylcyclohex-2-en-1-one). As a reaction SMILES: [CH3:1][CH:2]1[C:7]([CH3:9])([CH3:8])[CH2:6][C:5](=[O:10])[CH:4]=[CH:3]1.[C:11]([C:15]1[C:20]([O:21][SiH:22]([CH3:24])[CH3:23])=[C:19]([Br:25])[C:18]([O:26][CH3:27])=[CH:17][C:16]=1[CH2:28]C1C(=O)C=CCC1(C)C)([CH3:14])([CH3:13])[CH3:12]>>[C:11]([C:15]1[C:20]([O:21][SiH:22]([CH3:23])[CH3:24])=[C:19]([Br:25])[C:18]([O:26][CH3:27])=[CH:17][C:16]=1[CH2:28][C@@H:6]1[C:5](=[O:10])[CH:4]=[CH:3][C@@H:2]([CH3:1])[C:7]1([CH3:9])[CH3:8])([CH3:14])([CH3:13])[CH3:12]. Reported procedure: This compound was prepared from 4,5,5-trimethylcyclohex-2-en-1-one (10) (169 mg, 1.22 mmol) in the manner previously described for benzylated enone 11, affording 0.337 g (59%) of the less polar trans diastereomer as a colorless, oily solid, along with 22 mg (4%) of the more polar cis diastereomer as a colorless, oily solid, separable by flash column chromatography. The relative stereochemistry of each respective diastereomer was confirmed by nOe NMR experiments. 1H NMR (400 MHz, CDCl3) δ 0.21 an... The reactants are CC#N, CCO, CCN(CC)CCCCC1CCN(CC(=O)N2c3ccccc3NC(=O)c3c2c(Cl)cn3C)CC1, [Na+], [OH-], [Pd]. The product is CCN(CC)CCCCC1CCN(CC(=O)N2c3ccccc3NC(=O)c3c2ccn3C)CC1. As a reaction SMILES: [CH3:38][C:39]#[N:40].[CH3:41][CH2:42][OH:43].[Cl:1][c:2]1[cH:3][n:4]([CH3:35])[c:5]2[c:6]1[N:7]([C:17]([CH2:18][N:19]1[CH2:20][CH2:21][CH:22]([CH2:25][CH2:26][CH2:27][CH2:28][N:29]([CH2:30][CH3:31])[CH2:32][CH3:33])[CH2:23][CH2:24]1)=[O:34])[c:8]1[c:9]([cH:13][cH:14][cH:15][cH:16]1)[NH:10][C:11]2=[O:12].[Na+:37].[OH-:36].[Pd:44]>>[cH:2]1[cH:3][n:4]([CH3:35])[c:5]2[c:6]1[N:7]([C:17]([CH2:18][N:19]1[CH2:20][CH2:21][CH:22]([CH2:25][CH2:26][CH2:27][CH2:28][N:29]([CH2:30][CH3:31])[CH2:32][CH3:33])[CH2:23][CH2:24]1)=[O:34])[c:8]1[c:9]([cH:13][cH:14][cH:15][cH:16]1)[NH:10][C:11]2=[O:12]. Reactants: BrCCOCCBr, O=C([O-])[O-], CCC(C)=O, CC(C)C1(c2ccccc2O)Sc2ccccc2N(C)C1=O, [K+], [K+]. The product is CC(C)C1(c2ccccc2OCCOCCBr)Sc2ccccc2N(C)C1=O. RXN SMILES: [Br:23][CH2:24][CH2:25][O:26][CH2:27][CH2:28][Br:29].[C:30](=[O:31])([O-:32])[O-:33].[CH3:36][C:37](=[O:38])[CH2:39][CH3:40].[CH:1]([CH3:2])([CH3:3])[C:4]1([c:16]2[c:17]([OH:22])[cH:18][cH:19][cH:20][cH:21]2)[S:5][c:6]2[c:7]([cH:12][cH:13][cH:14][cH:15]2)[N:8]([CH3:11])[C:9]1=[O:10].[K+:34].[K+:35]>>[CH:1]([CH3:2])([CH3:3])[C:4]1([c:16]2[c:17]([O:22][CH2:28][CH2:27][O:26][CH2:25][CH2:24][Br:23])[cH:18][cH:19][cH:20][cH:21]2)[S:5][c:6]2[c:7]([cH:12][cH:13][cH:14][cH:15]2)[N:8]([CH3:11])[C:9]1=[O:10].